From a dataset of the Open Reaction Database (ORD), a public repository of structured organic reaction records. describe an organic reaction: reactants, conditions, products, and yield Starting materials: Tert-BuOK, CN(C1(CCC(CC1)=O)C1=CC=CC=C1)C (4-dimethylamino-4-phenyl cyclohexanone), [Cl-].COC[P+](C1=CC=CC=C1)(C1=CC=CC=C1)C1=CC=CC=C1 ((methoxymethyl)triphenyl phosphonium chloride). The solvent is C1CCOC1 (THF), C1CCOC1 (THF), C1CCOC1 (THF). Run at time 2 hour. Product: CN(C1(CCC(CC1)C=O)C1=CC=CC=C1)C (4-dimethylamino-4-phenyl-cyclohexane carbaldehyde). RXN SMILES: [Cl-].[CH3:2][O:3]C[P+](C1C=CC=CC=1)(C1C=CC=CC=1)C1C=CC=CC=1.[CH3:24][N:25]([CH3:39])[C:26]1([C:33]2[CH:38]=[CH:37][CH:36]=[CH:35][CH:34]=2)[CH2:31][CH2:30][C:29](=O)[CH2:28][CH2:27]1>C1COCC1>[CH3:24][N:25]([CH3:39])[C:26]1([C:33]2[CH:38]=[CH:37][CH:36]=[CH:35][CH:34]=2)[CH2:31][CH2:30][CH:29]([CH:2]=[O:3])[CH2:28][CH2:27]1 |f:0.1|. Procedure details: Tert-BuOK (8.41 g, 75 mmol) dissolved in abs. THF (100 mL) was added in drops to a solution of (methoxymethyl)triphenyl phosphonium chloride (25.7 g, 75.0 mmol) in abs. THF (100 mL) at 0° C. in argon. The resulting red solution was mixed after 30 min at 0° C. with a solution of 4-dimethylamino-4-phenyl cyclohexanone (10.9 g, 50.0 mmol) in abs. THF (100 mL) and stirred overnight at RT. The solvent was removed in a vacuum, the residue mixed with 1N sulphuric acid (150 mL) and stirred for 2 h. The ... The reactants are Cl (HCl), C(C)OC(=O)C=1N(N=C(C1)C1=CC=CC=C1)CC (2-ethyl-5-phenyl-2H-pyrazole-3-carboxylic acid ethyl ester), [OH-].[Na+] (NaOH), solution, acylimidazolide, CONC.Cl (MeON(H)Me.HCl), C(C)(C)NCC (isopropylethylamine). The solvent is C(C)(=O)OCC (ethyl acetate), C(C)(=O)OCC (ethyl acetate), [Cl-].[Na+].O (brine), CO (MeOH), CN(C)C=O (DMF). Run at time 8 hour. The product is hexanes ethyl acetate, CON(C(=O)C=1N(N=C(C1)C1=CC=CC=C1)CC)C (2-Ethyl-5-phenyl-2H-pyrazole-3-carboxylic Acid Methoxy-methyl-amide). Isolated yield 74.3%. As a reaction SMILES: C(O[C:4]([C:6]1[N:7]([CH2:17][CH3:18])[N:8]=[C:9]([C:11]2[CH:16]=[CH:15][CH:14]=[CH:13][CH:12]=2)[CH:10]=1)=[O:5])C.[OH-].[Na+].Cl.[CH3:22][O:23][NH:24][CH3:25].Cl.C(NCC)(C)C>CO.C(OCC)(=O)C.[Cl-].[Na+].O.CN(C=O)C>[CH3:22][O:23][N:24]([CH3:25])[C:4]([C:6]1[N:7]([CH2:17][CH3:18])[N:8]=[C:9]([C:11]2[CH:12]=[CH:13][CH:14]=[CH:15][CH:16]=2)[CH:10]=1)=[O:5] |f:1.2,4.5,9.10.11|. Procedure details: To a room temperature solution of the above-prepared 2-ethyl-5-phenyl-2H-pyrazole-3-carboxylic acid ethyl ester (165 mg, 675 μmoles) in MeOH (2 mL) was added aqueous NaOH (215 μL of a 10 N solution, 215 μmoles) under a nitrogen atmosphere. The resulting mixture was allowed to stir at room temperature overnight. The reaction was acidified with 6 N HCl, diluted with ethyl acetate and brine, and the phases were separated. The organic phase was dried over Na2SO4, filtered, and concentrated in vacuo....